Dataset: the Open Reaction Database (ORD), a public repository of structured organic reaction records. Task: describe an organic reaction: reactants, conditions, products, and yield The reactants are ClC1=C(C(=CC=C1)Cl)CS(=O)(=O)C=1C=C2/C(/C(NC2=CC1)=O)=C/C1=C(C(=C(N1)C)C(=O)O)C (5-[5-(2,6-dichloro-phenylmethanesulfonyl)-2-oxo-1,2-dihydro-indol-(3Z)-ylidenemethyl]-2,4-dimethyl-1H-pyrrole-3-carboxylic acid), CCN=C=NCCCN(C)C.Cl (EDAC.HCl), TEA, C(C)N(C1CNCC1)CC (diethyl-pyrrolidin-3-yl-amine), C=1C=CC2=C(C1)N=NN2O (HOBt). Yields the product ClC1=C(C(=CC=C1)Cl)CS(=O)(=O)C=1C=C2/C(/C(NC2=CC1)=O)=C/C=1NC(=C(C1C)C(=O)N1CC(CC1)N(CC)CC)C (5-(2,6-Dichloro-phenylmethanesulfonyl)-3-[1-[4-(3-diethylamino-pyrrolidine-1-carbonyl)-3,5-dimethyl-1H-pyrrol-2-yl]-meth-(Z)-ylidene]-1,3-dihydro-indol-2-one). Reaction SMILES: [Cl:1][C:2]1[CH:7]=[CH:6][CH:5]=[C:4]([Cl:8])[C:3]=1[CH2:9][S:10]([C:13]1[CH:14]=[C:15]2[C:19](=[CH:20][CH:21]=1)[NH:18][C:17](=[O:22])/[C:16]/2=[CH:23]\[C:24]1[NH:28][C:27]([CH3:29])=[C:26]([C:30]([OH:32])=O)[C:25]=1[CH3:33])(=[O:12])=[O:11].[CH2:34]([N:36]([CH2:42][CH3:43])[CH:37]1[CH2:41][CH2:40][NH:39][CH2:38]1)[CH3:35].C1C=CC2N(O)N=NC=2C=1.CCN=C=NCCCN(C)C.Cl>>[Cl:1][C:2]1[CH:7]=[CH:6][CH:5]=[C:4]([Cl:8])[C:3]=1[CH2:9][S:10]([C:13]1[CH:14]=[C:15]2[C:19](=[CH:20][CH:21]=1)[NH:18][C:17](=[O:22])/[C:16]/2=[CH:23]\[C:24]1[NH:28][C:27]([CH3:29])=[C:26]([C:30]([N:39]2[CH2:40][CH2:41][CH:37]([N:36]([CH2:42][CH3:43])[CH2:34][CH3:35])[CH2:38]2)=[O:32])[C:25]=1[CH3:33])(=[O:12])=[O:11] |f:3.4|. Reported procedure: 5-[5-(2,6-dichloro-phenylmethanesulfonyl)-2-oxo-1,2-dihydro-indol-(3Z)-ylidenemethyl]-2,4-dimethyl-1H-pyrrole-3-carboxylic acid (95 mg, 0.19 mmol) was coupled with diethyl-pyrrolidin-3-yl-amine (50.6 mg, 0.25 mmol) using HOBt (1.2 eq.), EDAC.HCl (1.2 eq.) and TEA (3 eq.) at rt for 3 days to give the titled compound. Reactants: CN(C)C=O, CC(C)N=C=O, C1CCOC1, O, O=C1Cc2c(CCO)cccc2N1. The product is CC(C)NC(=O)OCCc1cccc2c1CC(=O)N2. As a reaction SMILES: [CH3:26][N:27]([CH3:28])[CH:29]=[O:30].[CH:14]([CH3:15])([CH3:16])[N:17]=[C:18]=[O:19].[O:21]1[CH2:22][CH2:23][CH2:24][CH2:25]1.[OH2:20].[OH:1][CH2:2][CH2:3][c:4]1[c:5]2[c:9]([cH:10][cH:11][cH:12]1)[NH:8][C:7](=[O:13])[CH2:6]2>>[O:1]([CH2:2][CH2:3][c:4]1[c:5]2[c:9]([cH:10][cH:11][cH:12]1)[NH:8][C:7](=[O:13])[CH2:6]2)[C:18]([NH:17][CH:14]([CH3:15])[CH3:16])=[O:19]. Starting materials: ClC1C=2C=CC=CC2C=2NC(C(NC21)=O)=O (9-Chloro-9H-indeno[1,2-b]pyrazine-2,3(1H, 4H)-dione), OCCN1CCNCC1 (N-(2-hydroxyethyl)piperazine). Yields the product OCCN1CCN(CC1)C1C=2C=CC=CC2C=2NC(C(NC21)=O)=O (9-(4-(2-Hydroxyethyl)-1-piperazinyl)-9H-indeno[1,2-b]pyrazine-2,3(1H, 4H)-dione). The yield is 36.4%. RXN SMILES: Cl[CH:2]1[C:14]2[NH:13][C:12](=[O:15])[C:11](=[O:16])[NH:10][C:9]=2[C:8]2[CH:7]=[CH:6][CH:5]=[CH:4][C:3]1=2.[OH:17][CH2:18][CH2:19][N:20]1[CH2:25][CH2:24][NH:23][CH2:22][CH2:21]1>>[OH:17][CH2:18][CH2:19][N:20]1[CH2:25][CH2:24][N:23]([CH:2]2[C:14]3[NH:13][C:12](=[O:15])[C:11](=[O:16])[NH:10][C:9]=3[C:8]3[CH:7]=[CH:6][CH:5]=[CH:4][C:3]2=3)[CH2:22][CH2:21]1. Procedure: 9-Chloro-9H-indeno[1,2-b]pyrazine-2,3(1H, 4H)-dione (3.0 g, 12.8 mmol) was reacted with N-(2-hydroxyethyl)piperazine (3.66 g, 28.2 mmol) as described in example 18. The crude product was purified by dissolving in aqueous NaHCO3 /NaOH and precipitated by adding to hydrochloric acid. The procedure was repeated and the product was finally washed with ethanol and dried to give 1.53 g (28%) of the title compound as a dihydrochloride. M.p. 210° C. (destruction). 1H-NMR (DMSO-d6 +D2O, δ): 2.35-3.6 (m, ... Starting materials: Cc1ccc2c(N3CCN(C(=O)OC(C)(C)C)CC3)cccc2n1, ClCCl, O=C(O)C(F)(F)F. Yields the product Cc1ccc2c(N3CCNCC3)cccc2n1. RXN SMILES: [CH3:1][c:2]1[n:3][c:4]2[cH:5][cH:6][cH:7][c:8]([N:12]3[CH2:13][CH2:14][N:15]([C:18]([O:19][C:20]([CH3:21])([CH3:22])[CH3:23])=[O:24])[CH2:16][CH2:17]3)[c:9]2[cH:10][cH:11]1.[Cl:32][CH2:33][Cl:34].[OH:25][C:26]([C:27]([F:28])([F:29])[F:30])=[O:31]>>[CH3:1][c:2]1[n:3][c:4]2[cH:5][cH:6][cH:7][c:8]([N:12]3[CH2:13][CH2:14][NH:15][CH2:16][CH2:17]3)[c:9]2[cH:10][cH:11]1. Reactants: CC(Cl)c1cccnc1, O=C(C[C@@H]%17CSC%18=C%17C=CC(O)=C%18)OC. The reagents and catalysts are O=C([O-])[O-].[Cs+].[Cs+] (cesium carbonate), [I-].[K+] (potassium iodide). Solvent: CN(C)C=O (DMF), CN(C)C=O (dmf), CN(C)C=O (DMF). Reaction conditions: temperature 70 celsius, time 16 hour. Product: O=C(C[C@@H]%26CSC%27=C%26C=CC(OC(C)C%28=CC=CN=C%28)=C%27)OC.